describe an organic reaction: reactants, conditions, products, and yield From a dataset of the Open Reaction Database (ORD), a public repository of structured organic reaction records. Reactants: ClCCl, CN(C)c1ccccn1, CCOCC, CC(C)(F)CCC1CC(C(N)Cc2ccccc2)OC1=O, O=C(O)c1cnc2ccccc2n1. Product: CC(C)(F)CCC1CC(C(Cc2ccccc2)NC(=O)c2cnc3ccccc3n2)OC1=O. As a reaction SMILES: [CH2:44]([Cl:45])[Cl:46].[CH3:14][N:15]([c:16]1[cH:17][cH:18][cH:19][cH:20][n:21]1)[CH3:22].[CH3:47][CH2:48][O:49][CH2:50][CH3:51].[NH2:23][CH:24]([CH2:25][c:26]1[cH:27][cH:28][cH:29][cH:30][cH:31]1)[CH:32]1[CH2:33][CH:34]([CH2:38][CH2:39][C:40]([CH3:41])([CH3:42])[F:43])[C:35](=[O:37])[O:36]1.[n:1]1[c:2]([C:11](=[O:12])[OH:13])[cH:3][n:4][c:5]2[cH:6][cH:7][cH:8][cH:9][c:10]12>>[n:1]1[c:2]([C:11](=[O:13])[NH:23][CH:24]([CH2:25][c:26]2[cH:27][cH:28][cH:29][cH:30][cH:31]2)[CH:32]2[CH2:33][CH:34]([CH2:38][CH2:39][C:40]([CH3:41])([CH3:42])[F:43])[C:35](=[O:37])[O:36]2)[cH:3][n:4][c:5]2[cH:6][cH:7][cH:8][cH:9][c:10]12. The reactants are CC(C)(C)OC(=O)N1CC(=O)OCC1C(OCc1ccccc1)C(Cc1cc(F)cc(F)c1)N(Cc1ccccc1)Cc1ccccc1, O=C([O-])C(O)C(O)C(=O)[O-], CC(C)C[Al+]CC(C)C, Cc1ccccc1, CCOC(C)=O, [H-], [K+], [Na+]. The product is CC(C)(C)OC(=O)N1CC(O)OCC1C(OCc1ccccc1)C(Cc1cc(F)cc(F)c1)N(Cc1ccccc1)Cc1ccccc1. As a reaction SMILES: [C:11]([CH3:12])([CH3:13])([CH3:14])[O:15][C:16](=[O:17])[N:18]1[CH2:19][C:20](=[O:58])[O:21][CH2:22][CH:23]1[CH:24]([CH:25]([CH2:26][c:27]1[cH:28][c:29]([F:34])[cH:30][c:31]([F:33])[cH:32]1)[N:35]([CH2:36][c:37]1[cH:38][cH:39][cH:40][cH:41][cH:42]1)[CH2:43][c:44]1[cH:45][cH:46][cH:47][cH:48][cH:49]1)[O:50][CH2:51][c:52]1[cH:53][cH:54][cH:55][cH:56][cH:57]1.[C:66]([CH:67]([CH:68]([C:69]([O-:70])=[O:71])[OH:72])[OH:73])([O-:74])=[O:75].[CH2:2]([Al+:3][CH2:4][CH:5]([CH3:6])[CH3:7])[CH:8]([CH3:9])[CH3:10].[CH3:59][c:60]1[cH:61][cH:62][cH:63][cH:64][cH:65]1.[CH3:78][CH2:79][O:80][C:81](=[O:82])[CH3:83].[H-:1].[K+:77].[Na+:76]>>[C:11]([CH3:12])([CH3:13])([CH3:14])[O:15][C:16](=[O:17])[N:18]1[CH2:19][CH:20]([OH:58])[O:21][CH2:22][CH:23]1[CH:24]([CH:25]([CH2:26][c:27]1[cH:28][c:29]([F:34])[cH:30][c:31]([F:33])[cH:32]1)[N:35]([CH2:36][c:37]1[cH:38][cH:39][cH:40][cH:41][cH:42]1)[CH2:43][c:44]1[cH:45][cH:46][cH:47][cH:48][cH:49]1)[O:50][CH2:51][c:52]1[cH:53][cH:54][cH:55][cH:56][cH:57]1. Reactants: NC1CCC=2C=CC(=CC2C1CC1=CC=CC=C1)CNS(=O)(=O)CCC (N-((7-Amino-8-benzyl-5,6,7,8-tetrahydronaphthalen-2-yl)methyl)propane-1-sulfonamide), O1CC(C1)=O (3-oxetanone), C[Si](C)(C)C#N (Trimethylsilyl cyanide). The solvent is C(C)(=O)OCC (ethyl acetate). Reaction conditions: temperature 210 celsius, time 40 minute. The product is C(C1=CC=CC=C1)C1C(CCC=2C=CC(=CC12)CNS(=O)(=O)CCC)NC1(COC1)C#N (N-((8-Benzyl-7-(3-cyanooxetan-3-ylamino)-5,6,7,8-tetrahydronaphthalen-2-yl)methyl)propane-1-sulfonamide). As a reaction SMILES: [NH2:1][CH:2]1[CH:11]([CH2:12][C:13]2[CH:18]=[CH:17][CH:16]=[CH:15][CH:14]=2)[C:10]2[CH:9]=[C:8]([CH2:19][NH:20][S:21]([CH2:24][CH2:25][CH3:26])(=[O:23])=[O:22])[CH:7]=[CH:6][C:5]=2[CH2:4][CH2:3]1.[O:27]1[CH2:30][C:29](=O)[CH2:28]1.C[Si]([C:36]#[N:37])(C)C>C(OCC)(=O)C>[CH2:12]([CH:11]1[C:10]2[CH:9]=[C:8]([CH2:19][NH:20][S:21]([CH2:24][CH2:25][CH3:26])(=[O:23])=[O:22])[CH:7]=[CH:6][C:5]=2[CH2:4][CH2:3][CH:2]1[NH:1][C:29]1([C:36]#[N:37])[CH2:30][O:27][CH2:28]1)[C:13]1[CH:18]=[CH:17][CH:16]=[CH:15][CH:14]=1. Procedure: N-((7-Amino-8-benzyl-5,6,7,8-tetrahydronaphthalen-2-yl)methyl)propane-1-sulfonamide (0.104 g, 0.279 mmol) and 3-oxetanone (0.040 g, 0.558 mmol) were sealed in a vial and heated at 210° C. for 2 minutes. Trimethylsilyl cyanide (0.074 mL, 0.558 mmol) was added, the vial was resealed and the mixture was heated again at 210° C. for 2 minutes. The mixture was diluted with ethyl acetate (40 mL) and washed with 1 N NaOH (1×20 mL) and brine (1×20 mL). The organic extract was collected, dried on MgSO4 an... Starting materials: ice water, [N-]=[N+]=[N-].[Na+] (sodium azide), CN(C)C=O (DMF), CC1(OC(=CC(O1)=O)CC(CCl)=O)C (2,2-dimethyl-6-(3-chloro-2-oxopropyl)-1,3-dioxin-4-one). Solvent: C(C)(=O)OCC (ethyl acetate). Reaction conditions: time 10 minute. Product: CC1(OC(=CC(O1)=O)CC(CN=[N+]=[N-])=O)C (2,2-dimethyl-6-(3-azido-2-oxopropyl)-1,3-dioxin-4-one). Isolated yield 82.3%. RXN SMILES: [N-:1]=[N+:2]=[N-:3].[Na+].CN(C=O)C.[CH3:10][C:11]1([CH3:23])[O:16][C:15](=[O:17])[CH:14]=[C:13]([CH2:18][C:19](=[O:22])[CH2:20]Cl)[O:12]1>C(OCC)(=O)C>[CH3:10][C:11]1([CH3:23])[O:16][C:15](=[O:17])[CH:14]=[C:13]([CH2:18][C:19](=[O:22])[CH2:20][N:1]=[N+:2]=[N-:3])[O:12]1 |f:0.1|. Procedure: 195 mg (3.0 mmol) of sodium azide were added to 2 ml of a DMF solution containing 328 mg (1.5 mmol) of 2,2-dimethyl-6-(3-chloro-2-oxopropyl)-1,3-dioxin-4-one prepared in Example 1, followed by stirring at room temperature for 10 minutes. Afterward, the solution was poured into ice water, extracted with ether, and then dried with anhydrous magnesium sulfate. After ether was distilled off, the residue was then subjected to column chromatography (an eluent of hexane:ethyl acetate=1:1), thereby obta... Starting materials: O=C([O-])[O-], N#Cc1ccc(F)cc1Cl, [K+], [K+], CN(C)C=O, O=S1(=O)CCN2CCCC(c3ccc(O)cc3)C2=N1. Yields the product N#Cc1ccc(Oc2ccc(C3CCCN4CCS(=O)(=O)N=C34)cc2)cc1Cl. RXN SMILES: [C:1](=[O:2])([O-:3])[O-:4].[Cl:26][c:27]1[c:28]([C:29]#[N:30])[cH:31][cH:32][c:33]([F:35])[cH:34]1.[K+:5].[K+:6].[O:36]=[CH:37][N:38]([CH3:39])[CH3:40].[O:7]=[S:8]1(=[O:25])[N:9]=[C:10]2[N:11]([CH2:12][CH2:13]1)[CH2:14][CH2:15][CH2:16][CH:17]2[c:18]1[cH:19][cH:20][c:21]([OH:24])[cH:22][cH:23]1>>[O:7]=[S:8]1(=[O:25])[N:9]=[C:10]2[N:11]([CH2:12][CH2:13]1)[CH2:14][CH2:15][CH2:16][CH:17]2[c:18]1[cH:19][cH:20][c:21]([O:24][c:33]2[cH:32][cH:31][c:28]([C:29]#[N:30])[c:27]([Cl:26])[cH:34]2)[cH:22][cH:23]1.